Dataset: the Open Reaction Database (ORD), a public repository of structured organic reaction records. Task: describe an organic reaction: reactants, conditions, products, and yield Product: OC(CCc1cccnc1)C1(Oc2ccc(-c3ccccc3)cc2)CC1. The reactants are [Li+], C1CCOC1, [c-]1cccc2ccccc12, c1ccc(SC2(Oc3ccc(-c4ccccc4)cc3)CC2)cc1, O=CCCc1cccnc1. RXN SMILES: [Li+:11].[O:45]1[CH2:46][CH2:47][CH2:48][CH2:49]1.[c-:1]1[c:2]2[c:3]([cH:4][cH:5][cH:6][cH:7]2)[cH:8][cH:9][cH:10]1.[c:12]1([S:13][C:19]2([O:22][c:23]3[cH:24][cH:25][c:26](-[c:29]4[cH:30][cH:31][cH:32][cH:33][cH:34]4)[cH:27][cH:28]3)[CH2:20][CH2:21]2)[cH:14][cH:15][cH:16][cH:17][cH:18]1.[n:35]1[cH:36][c:37]([CH2:41][CH2:42][CH:43]=[O:44])[cH:38][cH:39][cH:40]1>>[C:19]1([O:22][c:23]2[cH:24][cH:25][c:26](-[c:29]3[cH:30][cH:31][cH:32][cH:33][cH:34]3)[cH:27][cH:28]2)([CH:43]([CH2:42][CH2:41][c:37]2[cH:36][n:35][cH:40][cH:39][cH:38]2)[OH:44])[CH2:20][CH2:21]1. As a reaction SMILES: [CH3:30][C:31]#[N:32].[Cl:1][c:2]1[n:3][c:4]([N:11]([CH3:12])[CH2:13][CH2:14][O:15][CH3:16])[c:5]([C:6](=[O:7])[NH2:8])[cH:9][cH:10]1.[Na+:29].[OH-:28].[P:23]([Cl:24])([Cl:25])([Cl:26])=[O:27].[cH:17]1[cH:18][cH:19][n:20][cH:21][cH:22]1>>[Cl:1][c:2]1[n:3][c:4]([N:11]([CH3:12])[CH2:13][CH2:14][O:15][CH3:16])[c:5]([C:6]#[N:8])[cH:9][cH:10]1. The product is COCCN(C)c1nc(Cl)ccc1C#N. Starting materials: CC#N, COCCN(C)c1nc(Cl)ccc1C(N)=O, [Na+], [OH-], O=P(Cl)(Cl)Cl, c1ccncc1. Reactants: C1(=CC=CC=C1)P(C1=CC=CC=C1)C1=CC=CC=C1 (triphenylphosphine), BrN1C(CCC1=O)=O (N-bromosuccinimide), C(#N)C1=CC=C(C=C1)CCCO (3-(4-cyanophenyl)-1-propanol). Solvent: C(Cl)Cl (methylene chloride). Product: BrCCCC1=CC=C(C=C1)C#N (1-(3-bromopropyl)-4-cyanobenzene). The yield is 91.5%. RXN SMILES: [C:1]([C:3]1[CH:8]=[CH:7][C:6]([CH2:9][CH2:10][CH2:11]O)=[CH:5][CH:4]=1)#[N:2].C1(P(C2C=CC=CC=2)C2C=CC=CC=2)C=CC=CC=1.[Br:32]N1C(=O)CCC1=O>C(Cl)Cl>[Br:32][CH2:11][CH2:10][CH2:9][C:6]1[CH:7]=[CH:8][C:3]([C:1]#[N:2])=[CH:4][CH:5]=1. Procedure details: Compound 72-2 (4.22 g) was dissolved in methylene chloride (30 ml), triphenylphosphine (7.58 g) and N-bromosuccinimide (5.14 g) were added under ice-cooling, and the mixture was stirred under ice-cooling for 2 hr. The reaction mixture was washed with water and saturated brine, and dried over anhydrous magnesium sulfate. The solvent was evaporated under reduced pressure. Diethyl ether (100 ml) was added, and the precipitated triphenylphosphine oxide was filtered off. The concentrate of the filtra...